Task: describe an organic reaction: reactants, conditions, products, and yield. Dataset: the Open Reaction Database (ORD), a public repository of structured organic reaction records The product is ClC=1C=C2C(=C(C(=NC2=CC1)N(CC)CC)C#N)C1=CC=CC=C1 (6-Chloro-2-diethylamino-4-phenyl-quinoline-3-carbonitrile). Reported procedure: The title compound was prepared in analogy to example 27 step C from 2,6-dichloro-4-phenyl-quinoline-3-carbonitrile (prepared as described in example 27 step B) and diethylamine. Yellow solid. MS (ESI): 336.2 (M+H)+. RXN SMILES: Cl[C:2]1[C:11]([C:12]#[N:13])=[C:10]([C:14]2[CH:19]=[CH:18][CH:17]=[CH:16][CH:15]=2)[C:9]2[C:4](=[CH:5][CH:6]=[C:7]([Cl:20])[CH:8]=2)[N:3]=1.[CH2:21]([NH:23][CH2:24][CH3:25])[CH3:22]>>[Cl:20][C:7]1[CH:8]=[C:9]2[C:4](=[CH:5][CH:6]=1)[N:3]=[C:2]([N:23]([CH2:24][CH3:25])[CH2:21][CH3:22])[C:11]([C:12]#[N:13])=[C:10]2[C:14]1[CH:19]=[CH:18][CH:17]=[CH:16][CH:15]=1. Reactants: ClC1=NC2=CC=C(C=C2C(=C1C#N)C1=CC=CC=C1)Cl (2,6-Dichloro-4-phenyl-quinoline-3-carbonitrile), C(C)NCC (diethylamine). The yield is 11.8%. Procedure: A solution of 3,5-thiopyrandione (0.13 g, 1 mmol), 3-bromo-4-fluorobenzaldehyde(0.203 g, 1 mmol), and 3-aminopyrazole (0.082 g, 1 mmol) in ethanol (2 mL) was heated at reflux for 24 hours. After the reaction mixture was allowed to cool to ambient temperature, the volatiles were evaporated at reduced pressure and the resulting residue was chromatographed on silica gel, eluting with 5% ethanol/methylene chloride to provide 0.045 g (12%) of the title compound. RXN SMILES: [S:1]1[CH2:6][C:5](=O)[CH2:4][C:3](=[O:8])[CH2:2]1.[Br:9][C:10]1[CH:11]=[C:12]([CH:15]=[CH:16][C:17]=1[F:18])[CH:13]=O.[NH2:19][C:20]1[CH:24]=[CH:23][NH:22][N:21]=1>C(O)C>[Br:9][C:10]1[CH:11]=[C:12]([CH:13]2[N:21]3[N:22]=[CH:23][CH:24]=[C:20]3[NH:19][C:5]3[CH2:6][S:1][CH2:2][C:3](=[O:8])[C:4]2=3)[CH:15]=[CH:16][C:17]=1[F:18]. Reactants: S1CC(CC(C1)=O)=O (3,5-thiopyrandione), BrC=1C=C(C=O)C=CC1F (3-bromo-4-fluorobenzaldehyde), NC1=NNC=C1 (3-aminopyrazole). Product: BrC=1C=C(C=CC1F)C1C2=C(NC=3N1N=CC3)CSCC2=O (9-(3-bromo-4-fluorophenyl)-5,9-dihydro-4H-pyrazolo[1,5-a]thiopyrano[3,4-d]pyrimidin-8(7H)-one). Run in C(C)O (ethanol). The reactants are CSCC1=C2C[C@H]3N(C[C@H](C=C3C=3C=CC=C(N1)C32)NC(N(CC)CC)=O)CCC (3-(9,10-didehydro-2-methylthiomethyl-6-n-propyl-8α-ergolinyl)-1,1-diethylurea), C(=O)(O)C(O)C(O)C(=O)[O-] (hydrogen tartrate). The solvent is N1=CC=CC=C1 (pyridine). Yields the product C(C)N(C(=O)N[C@@H]1CN([C@@H]2CC3=C(NC4=CC=CC([C@H]2C1)=C34)CC)CCC)CC (1,1-diethyl-3-(2-ethyl-6-n-propyl-8α-ergolinyl)-urea). Reaction SMILES: CS[CH2:3][C:4]1[NH:18][C:17]2[C:19]3[C:5]=1[CH2:6][C@@H:7]1[C:12]([C:13]=3[CH:14]=[CH:15][CH:16]=2)=[CH:11][C@H:10]([NH:20][C:21](=[O:27])[N:22]([CH2:25][CH3:26])[CH2:23][CH3:24])[CH2:9][N:8]1[CH2:28][CH2:29][CH3:30].[C:31](C(C(C([O-])=O)O)O)(O)=O>N1C=CC=CC=1>[CH2:25]([N:22]([CH2:23][CH3:24])[C:21]([NH:20][C@H:10]1[CH2:11][C@H:12]2[C@@H:7]([CH2:6][C:5]3[C:19]4[C:17](=[CH:16][CH:15]=[CH:14][C:13]2=4)[NH:18][C:4]=3[CH2:3][CH3:31])[N:8]([CH2:28][CH2:29][CH3:30])[CH2:9]1)=[O:27])[CH3:26]. Procedure: 3-(9,10-didehydro-2-methylthiomethyl-6-n-propyl-8α-ergolinyl)-1,1-diethylurea, yield 50% as hydrogen tartrate, [α]D +169° (c=0.5 in pyridine). Yields the product COC(=O)c1cc(C)c(OS(=O)(=O)C(F)(F)F)cc1C. Reactants: ClCCl, CCOC(C)=O, Cl, O=S(=O)(OS(=O)(=O)C(F)(F)F)C(F)(F)F, COC(=O)c1cc(C)c(O)cc1C, c1ccncc1. As a reaction SMILES: [CH2:36]([Cl:37])[Cl:38].[CH2:39]([O:40][C:41](=[O:42])[CH3:43])[CH3:44].[ClH:35].[F:1][C:2]([F:3])([F:4])[S:5](=[O:6])(=[O:7])[O:8][S:9]([C:10]([F:11])([F:12])[F:13])(=[O:14])=[O:15].[OH:16][c:17]1[cH:18][c:19]([CH3:28])[c:20]([C:21](=[O:22])[O:23][CH3:24])[cH:25][c:26]1[CH3:27].[cH:29]1[cH:30][cH:31][n:32][cH:33][cH:34]1>>[F:1][C:2]([F:3])([F:4])[S:5](=[O:6])(=[O:7])[O:8][c:17]1[cH:18][c:19]([CH3:28])[c:20]([C:21](=[O:22])[O:23][CH3:24])[cH:25][c:26]1[CH3:27]. Reactants: C(C)(C)(C)OC(=O)N1[C@@H](CC(C1)=NOC)C(=O)O ((2S,4EZ)-1-(tert-butoxycarbonyl)-4-(methoxyimino)-2-pyrrolidinecarboxylic acid), CC1=C(C=CC=C1)C1=CC=C(C=C1)C(=O)O (2′-methyl[1,1′-biphenyl]-4-carboxylic acid), NC(CC1=CC=CC=C1)C(=O)O (DL-phenylalanine). Product: CON=C1C[C@H](N(C1)C(=O)C1=CC=C(C=C1)C1=C(C=CC=C1)C)C(=O)NC(C)CC1=CC=CC=C1 ((2RS)-2-[({2S,4EZ)-4-(methoxyimino)-1-[(2′-methyl[1,1′-biphenyl]-4-yl)carbonyl]-pyrrolidinyl}carbonyl amino]-3-phenylpropane). RXN SMILES: C(O[C:6]([N:8]1[CH2:12][C:11](=[N:13][O:14][CH3:15])[CH2:10][C@H:9]1[C:16]([OH:18])=O)=[O:7])(C)(C)C.[CH3:19][C:20]1[CH:25]=[CH:24][CH:23]=[CH:22][C:21]=1[C:26]1[CH:31]=[CH:30][C:29](C(O)=O)=[CH:28][CH:27]=1.[NH2:35][CH:36]([C:44](O)=O)[CH2:37][C:38]1[CH:43]=[CH:42][CH:41]=[CH:40][CH:39]=1>>[CH3:15][O:14][N:13]=[C:11]1[CH2:12][N:8]([C:6]([C:29]2[CH:28]=[CH:27][C:26]([C:21]3[CH:22]=[CH:23][CH:24]=[CH:25][C:20]=3[CH3:19])=[CH:31][CH:30]=2)=[O:7])[C@H:9]([C:16]([NH:35][CH:36]([CH2:37][C:38]2[CH:43]=[CH:42][CH:41]=[CH:40][CH:39]=2)[CH3:44])=[O:18])[CH2:10]1. Procedure: Following the general method as outlined in Example 22, starting from (2S,4EZ)-1-(tert-butoxycarbonyl)-4-(methoxyimino)-2-pyrrolidinecarboxylic acid, 2′-methyl[1,1′-biphenyl]-4-carboxylic acid, and DL-phenylalanine, the title compound was obtained in 62% purity by HPLC. MS(ESI+): m/z=500. Reactants: [H-].[Na+] (sodium hydride), COC=1C=C2C(CC(NC2=CC1)=O)CC(=O)OC (1,2,3,4-tetrahydro-6-methoxy-2-oxo-4-quinoline acetic acid, methyl ester), CI (methyl iodide). Run in CN(C=O)C (dimethyl formamide), CN(C=O)C (dimethyl formamide). Conditions: time 1 hour. Product: COC=1C=C2C(CC(N(C2=CC1)C)=O)CC(=O)OC (1,2,3,4-tetrahydro-6-methoxy-1-methyl-2-oxo-4-quinoline acetic acid, methyl ester). As a reaction SMILES: [CH3:1][O:2][C:3]1[CH:4]=[C:5]2[C:10](=[CH:11][CH:12]=1)[NH:9][C:8](=[O:13])[CH2:7][CH:6]2[CH2:14][C:15]([O:17][CH3:18])=[O:16].[H-].[Na+].[CH3:21]I>CN(C)C=O>[CH3:1][O:2][C:3]1[CH:4]=[C:5]2[C:10](=[CH:11][CH:12]=1)[N:9]([CH3:21])[C:8](=[O:13])[CH2:7][CH:6]2[CH2:14][C:15]([O:17][CH3:18])=[O:16] |f:1.2|. Reported procedure: A solution of 40.8 g of 1,2,3,4-tetrahydro-6-methoxy-2-oxo-4-quinoline acetic acid, methyl ester in 500 ml of dimethyl formamide was added over 1 hour to a chilled (0° C.) suspension of 4.6 g of sodium hydride in 300 ml of dimethyl formamide. After stirring for 1 hour at ambient temperature, 27.5 g of methyl iodide was added and the mixture stirred for an additional hour. The mixture was then quenched with saturated ammonium chloride solution and extracted with ethyl acetate. The combined organi... The reactants are CCOC(=O)C1(c2cc(-c3ccc(NC(=O)Nc4cccc(C(F)(F)F)c4)cc3)c3c(N)nn(C)c3n2)CC1, O=N[O-], [Na+], O=S(=O)(O)O. Yields the product CCOC(=O)C1(c2cc(-c3ccc(NC(=O)Nc4cccc(C(F)(F)F)c4)cc3)c3cnn(C)c3n2)CC1. Reaction SMILES: [CH2:1]([CH3:2])[O:3][C:4](=[O:5])[C:6]1([c:9]2[cH:10][c:11](-[c:20]3[cH:21][cH:22][c:23]([NH:26][C:27](=[O:28])[NH:29][c:30]4[cH:31][c:32]([C:36]([F:37])([F:38])[F:39])[cH:33][cH:34][cH:35]4)[cH:24][cH:25]3)[c:12]3[c:13]([n:14]2)[n:15]([CH3:19])[n:16][c:17]3[NH2:18])[CH2:7][CH2:8]1.[N:45]([O-:46])=[O:47].[Na+:48].[S:40](=[O:41])(=[O:42])([OH:43])[OH:44]>>[CH2:1]([CH3:2])[O:3][C:4](=[O:5])[C:6]1([c:9]2[cH:10][c:11](-[c:20]3[cH:21][cH:22][c:23]([NH:26][C:27](=[O:28])[NH:29][c:30]4[cH:31][c:32]([C:36]([F:37])([F:38])[F:39])[cH:33][cH:34][cH:35]4)[cH:24][cH:25]3)[c:12]3[c:13]([n:14]2)[n:15]([CH3:19])[n:16][cH:17]3)[CH2:7][CH2:8]1. Reactants: C(=O)(O)[O-].[Na+] (NaHCO3), FC1=CC(=C(C(=O)OC)C=C1S(=O)(=O)C)C (methyl 4-fluoro-5-methanesulfonyl-2-methylbenzoate), C1(=CC=CC=C1)C1CNS(C1)(=O)=O (4-phenyl-isothiazolidine 1,1-dioxide), C(=O)([O-])[O-].[Cs+].[Cs+] (Cs2CO3). The solvent is CN(C)C=O (DMF). Product: O=S1(N(CC(C1)C1=CC=CC=C1)C1=CC(=C(C(=O)OC)C=C1S(=O)(=O)C)C)=O (Methyl 4-(1,1-dioxo-4-phenylisothiazolidin-2-yl)-5-methanesulfonyl-2-methylbenzoate). Isolated yield 83.8%. Reaction SMILES: F[C:2]1[C:11]([S:12]([CH3:15])(=[O:14])=[O:13])=[CH:10][C:5]([C:6]([O:8][CH3:9])=[O:7])=[C:4]([CH3:16])[CH:3]=1.[C:17]1([CH:23]2[CH2:27][S:26](=[O:29])(=[O:28])[NH:25][CH2:24]2)[CH:22]=[CH:21][CH:20]=[CH:19][CH:18]=1.C([O-])([O-])=O.[Cs+].[Cs+].C([O-])(O)=O.[Na+]>CN(C=O)C>[O:28]=[S:26]1(=[O:29])[CH2:27][CH:23]([C:17]2[CH:22]=[CH:21][CH:20]=[CH:19][CH:18]=2)[CH2:24][N:25]1[C:2]1[C:11]([S:12]([CH3:15])(=[O:14])=[O:13])=[CH:10][C:5]([C:6]([O:8][CH3:9])=[O:7])=[C:4]([CH3:16])[CH:3]=1 |f:2.3.4,5.6|. Procedure: 600 mg of methyl 4-fluoro-5-methanesulfonyl-2-methylbenzoate (Journal of Medicinal Chemistry (1997), 40(13), 2017), 600 mg of 4-phenyl-isothiazolidine 1,1-dioxide (Pharmaceutical Chemistry Journal (Translation of Khimiko-Farmatsevticheskii Zhurnal) (2000), Volume Date 1999, 33(11), 598) and 2.379 g of Cs2CO3 were stirred in 20 ml of anhydrous DMF at RT for 4 hours. The reaction mixture was then poured into 220 ml of a half-saturated aqueous NaHCO3 solution and extracted 3 times with 140 ml of EA... Reactants: CC(C)c1ccc2ncn(C=CC(=O)O)c(=O)c2c1, CN(C)C=O, [N-]=[N+]=NP(=O)(c1ccccc1)c1ccccc1, NCCNCc1ccccn1. Product: CC(C)c1ccc2ncn(C=CC(=O)NCCNCc3ccccn3)c(=O)c2c1. Reaction SMILES: [CH3:1][CH:2]([CH3:3])[c:4]1[cH:5][c:6]2[c:7](=[O:19])[n:8]([CH:14]=[CH:15][C:16](=[O:17])[OH:18])[cH:9][n:10][c:11]2[cH:12][cH:13]1.[O:48]=[CH:49][N:50]([CH3:51])[CH3:52].[c:31]1([P:32]([N:33]=[N+:34]=[N-:35])([c:36]2[cH:37][cH:38][cH:39][cH:40][cH:41]2)=[O:42])[cH:43][cH:44][cH:45][cH:46][cH:47]1.[n:20]1[c:21]([CH2:26][NH:27][CH2:28][CH2:29][NH2:30])[cH:22][cH:23][cH:24][cH:25]1>>[CH3:1][CH:2]([CH3:3])[c:4]1[cH:5][c:6]2[c:7](=[O:19])[n:8]([CH:14]=[CH:15][C:16](=[O:18])[NH:30][CH2:29][CH2:28][NH:27][CH2:26][c:21]3[n:20][cH:25][cH:24][cH:23][cH:22]3)[cH:9][n:10][c:11]2[cH:12][cH:13]1. Run in ClC(C)Cl (dichloroethane). The reactants are C(C)(C)(C)OC(N[C@@H]([C@@H](C)OC)C=O)=O (((1S,2R)-1-formyl-2-methoxy-propyl)-carbamic acid t-butyl ester), BrC1=CC=C(N)C=C1 (4-bromoaniline), C(C)(=O)O[BH-](OC(C)=O)OC(C)=O.[Na+] (sodium triacetoxyborohydride). Yield: 18.6%. Product: C(C)(C)(C)OC(N[C@@H]([C@@H](C)OC)CNC1=CC=C(C=C1)Br)=O ({(1R,2R)-1-[(4-Bromo-phenylamino)-methyl]-2-methoxy-propyl}-carbamic acid tert-butyl ester). Procedure details: To a solution of ((1S,2R)-1-formyl-2-methoxy-propyl)-carbamic acid t-butyl ester (1.92 g, 8.8 mmol) and 4-bromoaniline (1.51 g, 8.8 mmol) in dichloroethane (50 mL) was added sodium triacetoxyborohydride (3.73 g, 17.6 mmol) portionwise. After the addition, the resulting mixture was stirred at rt for over night. The reaction mixture was quenched with saturated NaHCO3, and extracted with DCM (4×40 mL). The combined DCM was dried (Na2SO4) and concentrated. The residue was subjected to ISCO (120 g co... As a reaction SMILES: [C:1]([O:5][C:6](=[O:15])[NH:7][C@H:8]([CH:13]=O)[C@H:9]([O:11][CH3:12])[CH3:10])([CH3:4])([CH3:3])[CH3:2].[Br:16][C:17]1[CH:23]=[CH:22][C:20]([NH2:21])=[CH:19][CH:18]=1.C(O[BH-](OC(=O)C)OC(=O)C)(=O)C.[Na+]>ClC(Cl)C>[C:1]([O:5][C:6](=[O:15])[NH:7][C@H:8]([CH2:13][NH:21][C:20]1[CH:22]=[CH:23][C:17]([Br:16])=[CH:18][CH:19]=1)[C@H:9]([O:11][CH3:12])[CH3:10])([CH3:4])([CH3:3])[CH3:2] |f:2.3|.